From a dataset of the Open Reaction Database (ORD), a public repository of structured organic reaction records. describe an organic reaction: reactants, conditions, products, and yield The reactants are C(#N)C1=CC2=C(OCC3=C(C2=O)C=CC=C3)C=C1 (2-cyano-6,11-dihydro-11-oxodibenz[b,e]oxepin), Cl (hydrochloric acid), C(C)(=O)O (acetic acid). Run in O (water). Yields the product O=C1C2=C(OCC3=C1C=CC=C3)C=CC(=C2)C(=O)O (6,11-Dihydro-11-oxodibenz[b,e]oxepin-2-carboxylic acid). As a reaction SMILES: C(C1[CH:18]=[CH:17][C:6]2[O:7][CH2:8][C:9]3[CH:16]=[CH:15][CH:14]=[CH:13][C:10]=3[C:11](=[O:12])[C:5]=2[CH:4]=1)#N.Cl.[C:20]([OH:23])(=[O:22])[CH3:21]>O>[O:12]=[C:11]1[C:10]2[CH:13]=[CH:14][CH:15]=[CH:16][C:9]=2[CH2:8][O:7][C:6]2[CH:17]=[CH:18][C:21]([C:20]([OH:23])=[O:22])=[CH:4][C:5]1=2. Reported procedure: Reflux 27.3 gm. of 2-cyano-6,11-dihydro-11-oxodibenz[b,e]oxepin in a mixture of 300 cc. of 37% aqueous hydrochloric acid and 300 cc. of glacial acetic acid for 24 hours. Cool, dilute with water and separate the solids by filtration in order to obtain the title product (m.p. 250° C. dec.). Reagents/catalysts: Cl (HCl), [Fe] (iron), [Fe] (iron), Cl (HCl). Yields the product ClC1=C(C=C(N)C=C1)OC (4-Chloro-3-methoxyaniline). The reactants are ClC1=C(C=C(C=C1)[N+](=O)[O-])OC (2-Chloro-5-nitroanisol), C(C)(=O)O (acetic acid), ice water, CCOCC (ether). Procedure details: 2-Chloro-5-nitroanisol (10 g, 0.053 mol), iron powder (15 g, 0.26 mol) and glacial acetic acid (20 ml, 0.355 mol) were combined in 125 ml ethanol. Concentrated HCl (2 drops) was added and the mixture refluxed 2 hours. Additional iron powder (5 g) and concentrated HCl (1 drop) were added and reflux continued for an additional 16 hours. The reaction mixture was cooled, poured into equal volumes each of ice/water and ether, filtered and the layers separated. The aqueous layer was extracted with fre... Conditions: time 16 hour. Run in C(C)O (ethanol). Reaction SMILES: [Cl:1][C:2]1[CH:7]=[CH:6][C:5]([N+:8]([O-])=O)=[CH:4][C:3]=1[O:11][CH3:12].C(O)(=O)C.CCOCC>C(O)C.Cl.[Fe]>[Cl:1][C:2]1[CH:7]=[CH:6][C:5]([NH2:8])=[CH:4][C:3]=1[O:11][CH3:12].